This data is from the Open Reaction Database (ORD), a public repository of structured organic reaction records. The task is: describe an organic reaction: reactants, conditions, products, and yield The reactants are BrCC1OCCO1, O=C([O-])[O-], COc1ncc2ccc(=O)[nH]c2n1, CN(C)C=O, ClC(Cl)Cl, [K+], [K+], O. Product: COc1ncc2ccc(=O)n(CC3OCCO3)c2n1. Reaction SMILES: [Br:20][CH2:21][CH:22]1[O:23][CH2:24][CH2:25][O:26]1.[C:14](=[O:15])([O-:16])[O-:17].[CH3:1][O:2][c:3]1[n:4][cH:5][c:6]2[c:7]([n:8]1)[nH:9][c:10](=[O:13])[cH:11][cH:12]2.[CH3:28][N:29]([CH3:30])[CH:31]=[O:32].[CH:33]([Cl:34])([Cl:35])[Cl:36].[K+:18].[K+:19].[OH2:27]>>[CH3:1][O:2][c:3]1[n:4][cH:5][c:6]2[c:7]([n:8]1)[n:9]([CH2:21][CH:22]1[O:23][CH2:24][CH2:25][O:26]1)[c:10](=[O:13])[cH:11][cH:12]2. Starting materials: CC(=O)OCC(=O)N1CCC(CO[Si](c2ccccc2)(c2ccccc2)C(C)(C)C)CC1, C1CCOC1, CCCC[N+](CCCC)(CCCC)CCCC, [F-]. The product is CC(=O)OCC(=O)N1CCC(CO)CC1. Reaction SMILES: [C:1]([CH3:2])(=[O:3])[O:4][CH2:5][C:6](=[O:7])[N:8]1[CH2:9][CH2:10][CH:11]([CH2:14][O:15][Si:16]([C:17]([CH3:18])([CH3:19])[CH3:20])([c:21]2[cH:22][cH:23][cH:24][cH:25][cH:26]2)[c:27]2[cH:28][cH:29][cH:30][cH:31][cH:32]2)[CH2:12][CH2:13]1.[CH2:51]1[O:52][CH2:53][CH2:54][CH2:55]1.[CH3:34][CH2:35][CH2:36][CH2:37][N+:38]([CH2:39][CH2:40][CH2:41][CH3:42])([CH2:43][CH2:44][CH2:45][CH3:46])[CH2:47][CH2:48][CH2:49][CH3:50].[F-:33]>>[C:1]([CH3:2])(=[O:3])[O:4][CH2:5][C:6](=[O:7])[N:8]1[CH2:9][CH2:10][CH:11]([CH2:14][OH:15])[CH2:12][CH2:13]1. Starting materials: Cl.COC(C(C)(C)C)=N (pivalimidic acid methyl ester hydrochloride), OCC(=O)CO (1,3-dihydroxyacetone), N (ammonia). The solvent is liquid. The product is C(C)(C)(C)C=1NC=C(N1)CO (2-tert-Butyl-4-imidazolemethanol). As a reaction SMILES: Cl.CO[C:4](=[NH:9])[C:5]([CH3:8])([CH3:7])[CH3:6].[OH:10][CH2:11][C:12]([CH2:14]O)=O.[NH3:16]>>[C:5]([C:4]1[NH:9][CH:14]=[C:12]([CH2:11][OH:10])[N:16]=1)([CH3:6])([CH3:7])[CH3:8] |f:0.1|. Procedure: A mixture of 326 gm. of pivalimidic acid methyl ester hydrochloride and 193.5 gm. of 1,3-dihydroxyacetone in 2 liters of liquid ammonia are reacted as described in Example 3, giving the desired product, m.p. 212°-221° C.